This data is from the Open Reaction Database (ORD), a public repository of structured organic reaction records. The task is: describe an organic reaction: reactants, conditions, products, and yield Reactants: C([O-])([O-])=O.[K+].[K+] (potassium carbonate), C(C)(C)OC(=O)C=1N=CC=2NC3=CC=C(C=C3C2C1COC)O (6-hydroxy-4-methoxymethyl-β-carboline-3-carboxylic acid isopropyl ester), ClC1=C(CCl)C=CC=C1 (2-chlorobenzyl chloride), C([O-])([O-])=O.[K+].[K+] (potassium carbonate). Solvent: C(C)(C)O (isopropanol). Reaction conditions: time 10 minute. The product is C(C)(C)OC(=O)C=1N=CC=2NC3=CC=C(C=C3C2C1COC)OCC1=C(C=CC=C1)Cl (6-(2-chlorobenzyloxy)-4-methoxymethyl-β-carboline-3-carboxylic acid isopropyl ester). Yield: 24.5%. RXN SMILES: [CH:1]([O:4][C:5]([C:7]1[N:8]=[CH:9][C:10]2[NH:11][C:12]3[C:17]([C:18]=2[C:19]=1[CH2:20][O:21][CH3:22])=[CH:16][C:15]([OH:23])=[CH:14][CH:13]=3)=[O:6])([CH3:3])[CH3:2].C(=O)([O-])[O-].[K+].[K+].[Cl:30][C:31]1[CH:38]=[CH:37][CH:36]=[CH:35][C:32]=1[CH2:33]Cl>C(O)(C)C>[CH:1]([O:4][C:5]([C:7]1[N:8]=[CH:9][C:10]2[NH:11][C:12]3[C:17]([C:18]=2[C:19]=1[CH2:20][O:21][CH3:22])=[CH:16][C:15]([O:23][CH2:33][C:32]1[CH:35]=[CH:36][CH:37]=[CH:38][C:31]=1[Cl:30])=[CH:14][CH:13]=3)=[O:6])([CH3:3])[CH3:2] |f:1.2.3|. Reported procedure: A solution is prepared from 500 mg (1.6 mmol) of 6-hydroxy-4-methoxymethyl-β-carboline-3-carboxylic acid isopropyl ester in 50 ml of isopropanol, combined with 500 mg (3.6 mmol) of anhydrous, pulverized potassium carbonate, and stirred under argon for 10 minutes. Then 0.25 ml (1.99 mmol) of 2-chlorobenzyl chloride is added and the mixture refluxed for 2 hours. After suctioning off from the potassium carbonate, the filtrate is concentrated and separated over silica gel with methylene chloride:ace...